From a dataset of the Open Reaction Database (ORD), a public repository of structured organic reaction records. describe an organic reaction: reactants, conditions, products, and yield The reactants are C(C)(C)(C)OC(=O)N1CCC(=CC1)C1=CC=C(C=2N=C(SC21)NC(=O)C2=CC(=NC=C2)Cl)OC (4-{2-[(2-chloro-pyridine-4-carbonyl)-amino]-4-methoxy-benzothiazol-7-yl}-3,6-dihydro-2H-pyridine-1-carboxylic acid tert-butyl ester), C([O-])([O-])=O.[Cs+].[Cs+] (cesium carbonate). The solvent is N1CCOCC1 (morpholine). Product: C(C)(C)(C)OC(=O)N1CCC(=CC1)C1=CC=C(C=2N=C(SC21)NC(=O)C2=CC(=NC=C2)N2CCOCC2)OC (4-{4-methoxy-2-[(2-morpholin-4-yl-pyridine-4-carbonyl)-amino]-benzothiazol-7-yl}-3,6-dihydro-2H-pyridine-1-carboxylic acid tert-butyl ester). Yield: 90.6%. As a reaction SMILES: [C:1]([O:5][C:6]([N:8]1[CH2:13][CH:12]=[C:11]([C:14]2[C:22]3[S:21][C:20]([NH:23][C:24]([C:26]4[CH:31]=[CH:30][N:29]=[C:28](Cl)[CH:27]=4)=[O:25])=[N:19][C:18]=3[C:17]([O:33][CH3:34])=[CH:16][CH:15]=2)[CH2:10][CH2:9]1)=[O:7])([CH3:4])([CH3:3])[CH3:2].[C:35](=[O:38])([O-])[O-].[Cs+].[Cs+]>N1CCOCC1>[C:1]([O:5][C:6]([N:8]1[CH2:13][CH:12]=[C:11]([C:14]2[C:22]3[S:21][C:20]([NH:23][C:24]([C:26]4[CH:31]=[CH:30][N:29]=[C:28]([N:8]5[CH2:6][CH2:35][O:38][CH2:10][CH2:9]5)[CH:27]=4)=[O:25])=[N:19][C:18]=3[C:17]([O:33][CH3:34])=[CH:16][CH:15]=2)[CH2:10][CH2:9]1)=[O:7])([CH3:4])([CH3:3])[CH3:2] |f:1.2.3|. Procedure: 0.30 g (0.60 mMol) 4-{2-[(2-chloro-pyridine-4-carbonyl)-amino]-4-methoxy-benzothiazol-7-yl}-3,6-dihydro-2H-pyridine-1-carboxylic acid tert-butyl ester were heated to 130° C. for 24 h in 1 ml morpholine and 0.39 g (1.2 mMol) cesium carbonate. The morpholin has been removed in vacuo. The residue has been triturated in ethyl acetate and subsequently subjected to column chromatography (ethyl acetate) to yield 0.15 g (45%) 4-{4-methoxy-2-[(2-morpholin-4-yl-pyridine-4-carbonyl)-amino]-benzothiazol-7-y... The reactants are C(C1=CC=CC=C1)OC1=C(C(=CC=C1)OC)C1CC=CC(N1CC1=CC=C(C=C1)OC(F)(F)F)=O (6-(2-(benzyloxy)-6-methoxyphenyl)-1-(4-(trifluoromethoxy)benzyl)-5,6-dihydropyridin-2(1H)-one), Pd(C). Run in CCO (EtOH). Run at time 17 hour. Yields the product OC1=C(C(=CC=C1)OC)C1CCCC(N1CC1=CC=C(C=C1)OC(F)(F)F)=O (6-(2-hydroxy-6-methoxyphenyl)-1-(4-(trifluoromethoxy)benzyl)piperidin-2-one). As a reaction SMILES: [CH2:1]([O:8][C:9]1[CH:14]=[CH:13][CH:12]=[C:11]([O:15]C)[C:10]=1[CH:17]1[N:22]([CH2:23][C:24]2[CH:29]=[CH:28][C:27]([O:30][C:31]([F:34])([F:33])[F:32])=[CH:26][CH:25]=2)[C:21](=[O:35])[CH:20]=[CH:19][CH2:18]1)C1C=CC=CC=1>CCO>[OH:15][C:11]1[CH:12]=[CH:13][CH:14]=[C:9]([O:8][CH3:1])[C:10]=1[CH:17]1[N:22]([CH2:23][C:24]2[CH:29]=[CH:28][C:27]([O:30][C:31]([F:34])([F:32])[F:33])=[CH:26][CH:25]=2)[C:21](=[O:35])[CH2:20][CH2:19][CH2:18]1. Reported procedure: A mixture of 6-(2-(benzyloxy)-6-methoxyphenyl)-1-(4-(trifluoromethoxy)benzyl)-5,6-dihydropyridin-2(1H)-one (313 mg; 0.64 mmol), and 10% Pd(C) (300 mg) in anh. EtOH (20 ml) was stirred at rt, under hydrogen atmosphere (1 atm), for 17 h. Filtration over a pad of celite, concentration to dryness under reduced pressure, and additional drying under HV afforded 6-(2-hydroxy-6-methoxyphenyl)-1-(4-(trifluoromethoxy)benzyl)piperidin-2-one as a grey solid. LC-MS (conditions E): tR=0.73 min.; [M+H]+: 396.2... Reactants: ClC=1C=CC(=NC1)NC(C1=C(C=CC(=C1)C(=O)OC)NCC1CCNCC1)=O (N-(5-chloropyridin-2-yl)-5-methoxycarbonyl-2-[(4-piperidinylmethyl)amino]benzamide), ClC1=CC(=NC=C1)C(=O)O (4-chloropicolinic acid). Product: ClC=1C=CC(=NC1)NC(C1=C(C=CC(=C1)C(=O)OC)NCC1CCN(CC1)C1=CC(=NC=C1)C(=O)O)=O (N-(5-Chloropyridin-2-yl)-5-methoxycarbonyl-2-[[1-(2-carboxypyridin-4-yl)piperidin-4-ylmethyl]amino]benzamide). The yield is 82.5%. Reaction SMILES: [Cl:1][C:2]1[CH:3]=[CH:4][C:5]([NH:8][C:9](=[O:28])[C:10]2[CH:15]=[C:14]([C:16]([O:18][CH3:19])=[O:17])[CH:13]=[CH:12][C:11]=2[NH:20][CH2:21][CH:22]2[CH2:27][CH2:26][NH:25][CH2:24][CH2:23]2)=[N:6][CH:7]=1.Cl[C:30]1[CH:35]=[CH:34][N:33]=[C:32]([C:36]([OH:38])=[O:37])[CH:31]=1>>[Cl:1][C:2]1[CH:3]=[CH:4][C:5]([NH:8][C:9](=[O:28])[C:10]2[CH:15]=[C:14]([C:16]([O:18][CH3:19])=[O:17])[CH:13]=[CH:12][C:11]=2[NH:20][CH2:21][CH:22]2[CH2:27][CH2:26][N:25]([C:30]3[CH:35]=[CH:34][N:33]=[C:32]([C:36]([OH:38])=[O:37])[CH:31]=3)[CH2:24][CH2:23]2)=[N:6][CH:7]=1. Procedure: Using a similar procedure to that described in Example 52, N-(5-chloropyridin-2-yl)-5-methoxycarbonyl-2-[(4-piperidinylmethyl)amino]benzamide (0.30 g, 0.74 mmol) and 4-chloropicolinic acid (0.23 g, 1.5 mmol) afforded 320 mg (82%) of the title compound.